Dataset: the Open Reaction Database (ORD), a public repository of structured organic reaction records. Task: describe an organic reaction: reactants, conditions, products, and yield Starting materials: CC1=CC=C(CO)C=C1 (4-methylbenzyl alcohol), ClCC=1N(C=C(N1)C=1C(=NOC1C)C1=CC=CC=C1)C1=CC=C(C=C1)[N+](=O)[O-] (4-[2-chloromethyl-1-(4-nitro-phenyl)-1H-imidazol-4-yl]-5-methyl-3-phenyl-isoxazole). Run in CN(C)C=O (DMF), CN(C)C=O (DMF), CN(C)C=O (DMF). Conditions: time 2 hour. Yields the product CC1=C(C(=NO1)C1=CC=CC=C1)C=1N=C(N(C1)C1=CC=C(C=C1)[N+](=O)[O-])COCC1=CC=C(C=C1)C (5-Methyl-4-[2-(4-methyl-benzyloxymethyl)-1-(4-nitro-phenyl)-1H-imidazol-4-yl]-3-phenyl-isoxazole). The yield is 18.6%. Reaction SMILES: Cl[CH2:2][C:3]1[N:4]([C:20]2[CH:25]=[CH:24][C:23]([N+:26]([O-:28])=[O:27])=[CH:22][CH:21]=2)[CH:5]=[C:6]([C:8]2[C:9]([C:14]3[CH:19]=[CH:18][CH:17]=[CH:16][CH:15]=3)=[N:10][O:11][C:12]=2[CH3:13])[N:7]=1.[CH3:29][C:30]1[CH:37]=[CH:36][C:33]([CH2:34][OH:35])=[CH:32][CH:31]=1>CN(C=O)C>[CH3:13][C:12]1[O:11][N:10]=[C:9]([C:14]2[CH:19]=[CH:18][CH:17]=[CH:16][CH:15]=2)[C:8]=1[C:6]1[N:7]=[C:3]([CH2:2][O:35][CH2:34][C:33]2[CH:36]=[CH:37][C:30]([CH3:29])=[CH:31][CH:32]=2)[N:4]([C:20]2[CH:25]=[CH:24][C:23]([N+:26]([O-:28])=[O:27])=[CH:22][CH:21]=2)[CH:5]=1. Reported procedure: A solution of 4-[2-chloromethyl-1-(4-nitro-phenyl)-1H-imidazol-4-yl]-5-methyl-3-phenyl-isoxazole (50 mg, 0.13 mmol) in DMF (0.5 mL) was added to a suspension on NaH (55% in oil, 5.5 mg, 0.13 mmol) in DMF (0.5 mL) containing 4-methylbenzyl alcohol (15.5 mg, 0.13 mmol) in DMF (0.5 mL) and the resulting mixture stirred at room temperature for 2 h. The mixture was then poured onto water and extracted with ethyl acetate. The combined organic layers were then washed with brine and water and then dried... Starting materials: BrC1=CN=C(S1)C=1C=CC2=C(CC3CCC(C2)C32NS(N(C2)CC(F)(F)F)(=O)=O)C1 (2′,3′,4′,5,5′,6,7,8,9,10-Decahydro-2-(5-bromothiazol-2-yl)-5′-(2,2,2-trifluoroethyl)-spiro[6,9-methanobenzocyclooctene-11,3′-[1,2,5]thiadiazole]1′,1′-dioxide), FC(C1=C(C=CC=C1)B(O)O)(F)F (2-trifluoromethylbenzeneboronic acid). Product: FC(C1=C(C=CC=C1)C1=CN=C(S1)C=1C=CC2=C(CC3CCC(C2)C32NS(N(C2)CC(F)(F)F)(=O)=O)C1)(F)F (2′,3′,4′,5,5′,6,7,8,9,10-Decahydro-2-(5-(2-trifluoromethylphenyl)-thiazol-2-yl)-5′-(2,2,2-trifluoroethyl)-spiro[6,9-methanobenzocyclooctene-11,3′-[1,2,5]thiadiazole]1′,1′-dioxide). RXN SMILES: Br[C:2]1[S:6][C:5]([C:7]2[CH:8]=[CH:9][C:10]3[CH2:17][CH:16]4[C:18]5([CH2:22][N:21]([CH2:23][C:24]([F:27])([F:26])[F:25])[S:20](=[O:29])(=[O:28])[NH:19]5)[CH:13]([CH2:14][CH2:15]4)[CH2:12][C:11]=3[CH:30]=2)=[N:4][CH:3]=1.[F:31][C:32]([F:43])([F:42])[C:33]1[CH:38]=[CH:37][CH:36]=[CH:35][C:34]=1B(O)O>>[F:31][C:32]([F:43])([F:42])[C:33]1[CH:38]=[CH:37][CH:36]=[CH:35][C:34]=1[C:2]1[S:6][C:5]([C:7]2[CH:8]=[CH:9][C:10]3[CH2:17][CH:16]4[C:18]5([CH2:22][N:21]([CH2:23][C:24]([F:27])([F:26])[F:25])[S:20](=[O:29])(=[O:28])[NH:19]5)[CH:13]([CH2:14][CH2:15]4)[CH2:12][C:11]=3[CH:30]=2)=[N:4][CH:3]=1. Reported procedure: Prepared using the bromide from Example 36 Step 2 and 2-trifluoromethylbenzeneboronic acid by the method described for Example 36 Step 3. MS (ES+) 588 ([MH]+). The reactants are C[Mg]Br (Methylmagnesium bromide), CC(CC=1N=C(N(C1)S(=O)(=O)N(C)C)C(C(C1=CC=C(C=C1)C1=NC=CC=C1)=O)O)(CC)C (4-(2,2-dimethylbutyl)-2-[1-hydroxy-2-oxo-2-(4-pyridin-2-ylphenyl)ethyl]-N,N-dimethyl-1H-imidazole-1-sulfonamide). Run in O1CCCC1 (tetrahydrofuran). Run at temperature 0 celsius. The product is OC(C(C)(C1=CC=C(C=C1)C1=NC=CC=C1)O)C=1N(C=C(N1)CC(CC)(C)C)S(=O)(=O)N(C)C (2-[1,2-dihydroxy-2-(4-pyridin-2-ylphenyl)propyl]-4-(2,2-dimethylbutyl)-N,N-dimethyl-1H-imidazole-1-sulfonamide). Reaction SMILES: [CH3:1][Mg]Br.[CH3:4][C:5]([CH3:36])([CH2:34][CH3:35])[CH2:6][C:7]1[N:8]=[C:9]([CH:18]([OH:33])[C:19](=[O:32])[C:20]2[CH:25]=[CH:24][C:23]([C:26]3[CH:31]=[CH:30][CH:29]=[CH:28][N:27]=3)=[CH:22][CH:21]=2)[N:10]([S:12]([N:15]([CH3:17])[CH3:16])(=[O:14])=[O:13])[CH:11]=1>O1CCCC1>[OH:33][CH:18]([C:9]1[N:10]([S:12]([N:15]([CH3:17])[CH3:16])(=[O:14])=[O:13])[CH:11]=[C:7]([CH2:6][C:5]([CH3:36])([CH3:4])[CH2:34][CH3:35])[N:8]=1)[C:19]([OH:32])([C:20]1[CH:25]=[CH:24][C:23]([C:26]2[CH:31]=[CH:30][CH:29]=[CH:28][N:27]=2)=[CH:22][CH:21]=1)[CH3:1]. Procedure: Methylmagnesium bromide (3 M in diethyl ether) (28 μL, 0.09 mmol) was added to a 0° C. solution of 4-(2,2-dimethylbutyl)-2-[1-hydroxy-2-oxo-2-(4-pyridin-2-ylphenyl)ethyl]-N,N-dimethyl-1H-imidazole-1-sulfonamide (20 mg, 0.04 mmol) in tetrahydrofuran (2 mL). After stirring at 0° C. until no further reaction (LCMS), the reaction mixture was quenched with saturated aqueous ammonium chloride and extracted with methylene chloride. The combined organic extracts were dried (magnesium sulfate) and concen... Reactants: C1(=CC=CC=C1)C1=NC2=CC=CC=C2C(N1)=O (2-Phenyl-4-quinazolinone), COC1=C(C=O)C=CC=C1 (2-methoxybenzaldehyde). The product is COC1=C(C=CC=C1)C1=NC2=CC=CC=C2C(N1)=O (2-(2′-Methoxyphenyl)-4-quinazolinone). Isolated yield 89.1%. Reaction SMILES: [C:1]1([C:7]2[NH:16][C:15](=[O:17])[C:14]3[C:9](=[CH:10][CH:11]=[CH:12][CH:13]=3)[N:8]=2)[CH:6]=[CH:5][CH:4]=[CH:3][CH:2]=1.[CH3:18][O:19]C1C=CC=CC=1C=O>>[CH3:18][O:19][C:6]1[CH:5]=[CH:4][CH:3]=[CH:2][C:1]=1[C:7]1[NH:16][C:15](=[O:17])[C:14]2[C:9](=[CH:10][CH:11]=[CH:12][CH:13]=2)[N:8]=1. Procedure details: According to the preparation of 41, 2-methoxybenzaldehyde (33) (1.0 g, 7.3 mmol) was used to afford 42 (1.6 g, 89.1%) as pale yellow needles. Starting materials: C(C)N1N=C(C(C2=C(C3=C(C=C12)OCO3)[N+](=O)[O-])=O)C(=O)O (1-ethyl-5-nitro-4-oxo-1,4-dihydro-[1,3]dioxolo[4,5-g]cinnoline-3-carboxylic acid). Reagents/catalysts: [Pd] (Pd/C). Solvent: C(C)(=O)O (Acetic Acid), Cl (hydrochloric acid). Reaction conditions: time 5 hour. Product: NC1=C2C(C(=NN(C2=CC2=C1OCO2)CC)C(=O)O)=O (5-amino-1-ethyl-4-oxo-1,4-dihydro-[1,3]dioxolo[4,5-g]cinnoline-3-carboxylic acid). Isolated yield 93.9%. RXN SMILES: [CH2:1]([N:3]1[C:12]2[C:7](=[C:8]([N+:16]([O-])=O)[C:9]3[O:15][CH2:14][O:13][C:10]=3[CH:11]=2)[C:6](=[O:19])[C:5]([C:20]([OH:22])=[O:21])=[N:4]1)[CH3:2]>C(O)(=O)C.Cl.[Pd]>[NH2:16][C:8]1[C:9]2[O:15][CH2:14][O:13][C:10]=2[CH:11]=[C:12]2[C:7]=1[C:6](=[O:19])[C:5]([C:20]([OH:22])=[O:21])=[N:4][N:3]2[CH2:1][CH3:2]. Procedure details: To a suspension of 1-ethyl-5-nitro-4-oxo-1,4-dihydro-[1,3]dioxolo[4,5-g]cinnoline-3-carboxylic acid (4.25 g, 13.83 mmol) in Acetic Acid (100 mL) and hydrochloric acid (30 mL) in parr shaker bottle was added Pd/C (0.6 g, 5.64 mmol) and the mixture was hydrogenated at 50 psi on a parr shaker for 5 h. The mixture was filtered. The filtrate was allowed to drop into 500 ml of water and the precipitate was collected by filtration, dried to afford 5-amino-1-ethyl-4-oxo-1,4-dihydro-[1,3]dioxolo[4,5-g]ci... Reactants: C(C)OC(=O)C=1C=NC2=C(C=CC=C2C1NC1CCCC1)OC (4-cyclopentylamino-8-methoxy-quinoline-3-carboxylic acid ethyl ester), N(=C=O)C1=CC=C(C=C1)OC(F)(F)F (1-isocyanato-4-trifluoromethoxy-benzene). The product is C1(CCCC1)N1C(N(C(C=2C=NC=3C(=CC=CC3C21)OC)=O)C2=CC=C(C=C2)OC(F)(F)F)=O (1-Cyclopentyl-7-methoxy-3-(4-trifluoromethoxy-phenyl)-1H-pyrimido[5,4-c]quinoline-2,4-dione). The yield is 50.9%. Reaction SMILES: C(O[C:4]([C:6]1[CH:7]=[N:8][C:9]2[C:14]([C:15]=1[NH:16][CH:17]1[CH2:21][CH2:20][CH2:19][CH2:18]1)=[CH:13][CH:12]=[CH:11][C:10]=2[O:22][CH3:23])=[O:5])C.[N:24]([C:27]1[CH:32]=[CH:31][C:30]([O:33][C:34]([F:37])([F:36])[F:35])=[CH:29][CH:28]=1)=[C:25]=[O:26]>>[CH:17]1([N:16]2[C:15]3[C:14]4[CH:13]=[CH:12][CH:11]=[C:10]([O:22][CH3:23])[C:9]=4[N:8]=[CH:7][C:6]=3[C:4](=[O:5])[N:24]([C:27]3[CH:32]=[CH:31][C:30]([O:33][C:34]([F:35])([F:37])[F:36])=[CH:29][CH:28]=3)[C:25]2=[O:26])[CH2:18][CH2:19][CH2:20][CH2:21]1. Reported procedure: 1-Cyclopentyl-7-methoxy-3-(4-trifluoromethoxy-phenyl)-1H-pyrimido[5,4-c]quinoline-2,4-dione (24 mg) was prepared from 4-cyclopentylamino-8-methoxy-quinoline-3-carboxylic acid ethyl ester (0.1 mmol) and 1-isocyanato-4-trifluoromethoxy-benzene (0.5 mmol) following general procedure C. LCMS: m/z 472 [M+1]+.